This data is from the Open Reaction Database (ORD), a public repository of structured organic reaction records. The task is: describe an organic reaction: reactants, conditions, products, and yield Procedure details: Placed chlorosulfonic acid (33 mL, 274 mmol) in a 500 mL four necked round bottomed flask. Then added, 2,2,2-Trifluoro-N-(2-methoxyphenyl)acetamide (20 grams, 91.3 mmol) in dichloro methane (100 mL) drop wise, under stirring in 45 minutes at 0° C. The reaction mass was allowed to reach room temperature and stirred for another 2 hours. Quenched the reaction mass into ice cold water and extracted with ethyl acetate (4×200 mL), the combined organic layer was washed with brine solution (1×50 mL), dr... Reactants: ClS(=O)(=O)O (chlorosulfonic acid), four, FC(C(=O)NC1=C(C=CC=C1)OC)(F)F (2,2,2-Trifluoro-N-(2-methoxyphenyl)acetamide). Conditions: time 2 hour. Reaction SMILES: [Cl:1][S:2]([OH:5])(=O)=[O:3].[F:6][C:7]([F:20])([F:19])[C:8]([NH:10][C:11]1[CH:16]=[CH:15][CH:14]=[CH:13][C:12]=1[O:17][CH3:18])=[O:9]>ClCCl>[CH3:18][O:17][C:12]1[CH:13]=[CH:14][C:15]([S:2]([Cl:1])(=[O:5])=[O:3])=[CH:16][C:11]=1[NH:10][C:8](=[O:9])[C:7]([F:6])([F:20])[F:19]. Solvent: ClCCl (dichloro methane). Yields the product COC1=C(C=C(C=C1)S(=O)(=O)Cl)NC(C(F)(F)F)=O (4-Methoxy-3-(2,2,2-trifluoroacetylamino)benzenesulfonyl chloride).